Dataset: the Open Reaction Database (ORD), a public repository of structured organic reaction records. Task: describe an organic reaction: reactants, conditions, products, and yield Starting materials: BrC(Br)(Br)Br, ClCCl, O=C(c1ccccc1)N(CCCCCO)CCCCCSc1nc(-c2ccccc2)c(-c2ccccc2)[nH]1, c1ccc(P(c2ccccc2)c2ccccc2)cc1. Yields the product O=C(c1ccccc1)N(CCCCCBr)CCCCCSc1nc(-c2ccccc2)c(-c2ccccc2)[nH]1. Reaction SMILES: [C:39]([Br:40])([Br:41])([Br:42])[Br:43].[CH2:63]([Cl:64])[Cl:65].[c:1]1(-[c:7]2[n:8][c:9]([S:18][CH2:19][CH2:20][CH2:21][CH2:22][CH2:23][N:24]([C:25]([c:26]3[cH:27][cH:28][cH:29][cH:30][cH:31]3)=[O:32])[CH2:33][CH2:34][CH2:35][CH2:36][CH2:37][OH:38])[nH:10][c:11]2-[c:12]2[cH:13][cH:14][cH:15][cH:16][cH:17]2)[cH:2][cH:3][cH:4][cH:5][cH:6]1.[c:44]1([P:45]([c:46]2[cH:47][cH:48][cH:49][cH:50][cH:51]2)[c:52]2[cH:53][cH:54][cH:55][cH:56][cH:57]2)[cH:58][cH:59][cH:60][cH:61][cH:62]1>>[c:1]1(-[c:7]2[nH:8][c:9]([S:18][CH2:19][CH2:20][CH2:21][CH2:22][CH2:23][N:24]([C:25]([c:26]3[cH:27][cH:28][cH:29][cH:30][cH:31]3)=[O:32])[CH2:33][CH2:34][CH2:35][CH2:36][CH2:37][Br:40])[n:10][c:11]2-[c:12]2[cH:13][cH:14][cH:15][cH:16][cH:17]2)[cH:2][cH:3][cH:4][cH:5][cH:6]1. Starting materials: ClCCl, COC(=O)C(C)Nc1ccc(F)c(F)c1F, Cl, O=P([O-])([O-])[O-]. Yields the product CC(Nc1ccc(F)c(F)c1F)C(=O)O. Reaction SMILES: [CH2:23]([Cl:24])[Cl:25].[CH3:1][O:2][C:3]([CH:4]([CH3:5])[NH:6][c:7]1[c:8]([F:15])[c:9]([F:14])[c:10]([F:13])[cH:11][cH:12]1)=[O:16].[ClH:22].[O-:17][P:18](=[O:19])([O-:20])[O-:21]>>[O:2]=[C:3]([CH:4]([CH3:5])[NH:6][c:7]1[c:8]([F:15])[c:9]([F:14])[c:10]([F:13])[cH:11][cH:12]1)[OH:16]. The reactants are BrC1=CC(=C(N)C=C1)F (4-Bromo-2-fluoroaniline), ClC1=CC(=NC=C1C(=O)OCC)Cl (ethyl 4,6-dichloronicotinate), Cl (HCl). Solvent: CCO (EtOH). Yields the product BrC1=CC(=C(NC2=CC(=NC=C2C(=O)OCC)Cl)C=C1)F (ethyl 4-(4-bromo-2-fluoroanilino)-6-chloronicotinate). Isolated yield 58.0%. RXN SMILES: [Br:1][C:2]1[CH:8]=[CH:7][C:5]([NH2:6])=[C:4]([F:9])[CH:3]=1.Cl[C:11]1[C:16]([C:17]([O:19][CH2:20][CH3:21])=[O:18])=[CH:15][N:14]=[C:13]([Cl:22])[CH:12]=1.Cl>CCO>[Br:1][C:2]1[CH:8]=[CH:7][C:5]([NH:6][C:11]2[C:16]([C:17]([O:19][CH2:20][CH3:21])=[O:18])=[CH:15][N:14]=[C:13]([Cl:22])[CH:12]=2)=[C:4]([F:9])[CH:3]=1. Procedure: 4-Bromo-2-fluoroaniline and ethyl 4,6-dichloronicotinate were reacted in a mixture of EtOH and conc. HCl as for example 33, step A. The resultant solid was isolated by filtration and washed with 10% Et2O/Hexane, to give ethyl 4-(4-bromo-2-fluoroanilino)-6-chloronicotinate (58%); m.p. (EtOH/water) 150-152° C. 1H NMR [400 MHz, CDCl3] δ 9.74 (br s, 1H), 8.81 (s, 1H), 7.41 (dd, J=9.6, 2.2 Hz, 1H), 7.38-7.35 (m, 1H), 7.25 (t, J=8.3 Hz, 1H), 6.71 (d, J=1.5 Hz, 1H), 4.42 (q, J=7.1 Hz, 2H), 1.43 (t, J=7... Reactants: C(C1=CC=CC=C1)OC([C@@H](N)CO)=O (L-serine benzyl ester), C(CCCCCCCCCCCCC)(=O)O[C@@H](CC(=O)O)CCCCCCCCCCC ((R)-3-tetradecanoyloxytetradecanoic acid), C(CCl)Cl.CI (EDC·MeI). Product: C(C1=CC=CC=C1)OC([C@@H](NC(C[C@@H](CCCCCCCCCCC)OC(CCCCCCCCCCCCC)=O)=O)CO)=O (N-[(R)-3-tetradecanoyloxytetradecanoyl]-L-serine benzyl ester). Isolated yield 94.1%. RXN SMILES: [CH2:1]([O:8][C:9](=[O:14])[C@H:10]([CH2:12][OH:13])[NH2:11])[C:2]1[CH:7]=[CH:6][CH:5]=[CH:4][CH:3]=1.[C:15]([O:30][C@H:31]([CH2:36][CH2:37][CH2:38][CH2:39][CH2:40][CH2:41][CH2:42][CH2:43][CH2:44][CH2:45][CH3:46])[CH2:32][C:33](O)=[O:34])(=[O:29])[CH2:16][CH2:17][CH2:18][CH2:19][CH2:20][CH2:21][CH2:22][CH2:23][CH2:24][CH2:25][CH2:26][CH2:27][CH3:28].C(Cl)CCl.CI>>[CH2:1]([O:8][C:9](=[O:14])[C@H:10]([CH2:12][OH:13])[NH:11][C:33](=[O:34])[CH2:32][C@H:31]([O:30][C:15](=[O:29])[CH2:16][CH2:17][CH2:18][CH2:19][CH2:20][CH2:21][CH2:22][CH2:23][CH2:24][CH2:25][CH2:26][CH2:27][CH3:28])[CH2:36][CH2:37][CH2:38][CH2:39][CH2:40][CH2:41][CH2:42][CH2:43][CH2:44][CH2:45][CH3:46])[C:2]1[CH:7]=[CH:6][CH:5]=[CH:4][CH:3]=1 |f:2.3|. Procedure: In the same manner as described in Example 2-(5), L-serine benzyl ester (0.212 g, 1.08 mmol) was acylated with (R)-3-tetradecanoyloxytetradecanoic acid (0.541 g, 1.19 mmol) in the presence of EDC·MeI (0.353 g, 1.19 mmol) to give 0.642 g (94%) of N-[(R)-3-tetradecanoyloxytetradecanoyl]-L-serine benzyl ester as a waxy solid: mp 56-61° C.; 1H NMR (CDCl3) δ 0.88 (t, 6H, J=7 Hz), 1.1-1.7 (m, 42H), 2.29 (t, 2H, J=7.5 Hz), 2.50 (m, 2H), 3.87 (br t, 1H), 3.95 (m, 2H), 4.65 (m, 1H), 5.1-5.25 (m, 3H), 6.6... The reactants are COC(=O)c1ccc(NNC(=O)C(C)C)cc1S(N)(=O)=O, CC#N, Cl, C1CCC2=NCCCN2CC1, O, COc1cc(OC)nc(NC(=O)Oc2ccccc2)n1. The product is COC(=O)c1ccc(NNC(=O)C(C)C)cc1S(=O)(=O)NC(=O)Nc1nc(OC)cc(OC)n1. Reaction SMILES: [C:1]([CH:2]([CH3:3])[CH3:4])(=[O:5])[NH:6][NH:7][c:8]1[cH:9][c:10]([S:18]([NH2:19])(=[O:20])=[O:21])[c:11]([C:12](=[O:13])[O:14][CH3:15])[cH:16][cH:17]1.[CH3:55][C:56]#[N:57].[ClH:53].[N:42]12[CH2:43][CH2:44][CH2:45][N:46]=[C:47]1[CH2:48][CH2:49][CH2:50][CH2:51][CH2:52]2.[OH2:54].[c:22]1([O:28][C:29](=[O:23])[NH:30][c:31]2[n:32][c:33]([O:39][CH3:40])[cH:34][c:35]([O:37][CH3:38])[n:36]2)[cH:24][cH:25][cH:26][cH:27][cH:41]1>>[C:1]([CH:2]([CH3:3])[CH3:4])(=[O:5])[NH:6][NH:7][c:8]1[cH:9][c:10]([S:18]([NH:19][C:29](=[O:28])[NH:30][c:31]2[n:32][c:33]([O:39][CH3:40])[cH:34][c:35]([O:37][CH3:38])[n:36]2)(=[O:20])=[O:21])[c:11]([C:12](=[O:13])[O:14][CH3:15])[cH:16][cH:17]1. The reactants are C1(=CC=CC=C1)[C@H](C)O ((S)-1-phenylethanol), [Ru] (ruthenium), [Ru].[Cl-].[NH4+].C1(=CC=CC=C1)[C@@H]([C@@H](NCCCCC1=CC(=CC=C1)C)C1=CC=CC=C1)NS(=O)(=O)C (N-[(1S,2S)-1,2-diphenyl-2-(4-(3-methylphenyl)butylamino)-et hyl]-methanesulfonamide ammonium chloride ruthenium), C(C)(=O)C1=CC=CC=C1 (acetophenone). The solvent is C(C)N(CC)CC.C(=O)O (formic acid-triethylamine). Reaction conditions: time 5 hour. Product: [Ru].[Cl-].[NH4+].C1(=CC=CC=C1)[C@@H]([C@@H](NCCCCC1=CC=C(C=C1)C)C1=CC=CC=C1)NS(=O)(=O)C (N-[(1S,2S)-1,2-diphenyl-2-(4-(4-methylphenyl)butylamino)-et hyl]-methanesulfonamide ammonium chloride ruthenium). RXN SMILES: [Ru:1].[Ru].[Cl-:3].[NH4+].[C:5]1([C@H:11]([NH:31][S:32]([CH3:35])(=[O:34])=[O:33])[C@H:12]([C:25]2[CH:30]=[CH:29][CH:28]=[CH:27][CH:26]=2)[NH:13][CH2:14][CH2:15][CH2:16][CH2:17]C2C=CC=C(C)C=2)[CH:10]=[CH:9][CH:8]=[CH:7][CH:6]=1.[C:36]([C:39]1[CH:44]=[CH:43][CH:42]=[CH:41][CH:40]=1)(=O)C.C1([C@@H](O)C)C=CC=CC=1>C(N(CC)CC)C.C(O)=O>[Ru:1].[Cl-:3].[NH4+:13].[C:5]1([C@H:11]([NH:31][S:32]([CH3:35])(=[O:34])=[O:33])[C@H:12]([C:25]2[CH:30]=[CH:29][CH:28]=[CH:27][CH:26]=2)[NH:13][CH2:14][CH2:15][CH2:16][CH2:17][C:42]2[CH:43]=[CH:44][C:39]([CH3:36])=[CH:40][CH:41]=2)[CH:10]=[CH:9][CH:8]=[CH:7][CH:6]=1 |f:1.2.3.4,7.8,9.10.11.12|. Reported procedure: In a 25-ml Schlenk tube, 4.4 mg (0.00341 mmol, S/C=1000) of the ruthenium dimer complex produced in Example 9, acetophenone (0.82 g, 6.86 mmol), and 3.4 ml of a formic acid-triethylamine (5:2) azeotrope were mixed with each other, and the reaction was allowed to proceed at 60° C. for 5 hours. GC analysis of the reaction liquid showed that (S)-1-phenylethanol was formed with a conversion of 99.2% and 95.0% ee. Starting materials: CO, C1COCCO1, O=C1COc2cccc([N+](=O)[O-])c2N1Cc1ccc2ccccc2c1. Product: Nc1cccc2c1N(Cc1ccc3ccccc3c1)C(=O)CO2. RXN SMILES: [CH3:26][OH:27].[O:28]1[CH2:29][CH2:30][O:31][CH2:32][CH2:33]1.[cH:1]1[c:2]([CH2:11][N:12]2[C:13](=[O:25])[CH2:14][O:15][c:16]3[c:17]2[c:18]([N+:22]([O-:23])=[O:24])[cH:19][cH:20][cH:21]3)[cH:3][cH:4][c:5]2[cH:6][cH:7][cH:8][cH:9][c:10]12>>[cH:1]1[c:2]([CH2:11][N:12]2[C:13](=[O:25])[CH2:14][O:15][c:16]3[c:17]2[c:18]([NH2:22])[cH:19][cH:20][cH:21]3)[cH:3][cH:4][c:5]2[cH:6][cH:7][cH:8][cH:9][c:10]12. The reactants are C, CCOC(=O)c1cc2ccc(OCc3ccccc3)cc2n1COC, CCO, [Pd]. The product is CCOC(=O)c1cc2ccc(O)cc2n1COC. As a reaction SMILES: [C:29].[CH2:1]([CH3:2])[O:3][C:4](=[O:5])[c:6]1[n:7]([CH2:23][O:24][CH3:25])[c:8]2[cH:9][c:10]([O:15][CH2:16][c:17]3[cH:18][cH:19][cH:20][cH:21][cH:22]3)[cH:11][cH:12][c:13]2[cH:14]1.[CH3:26][CH2:27][OH:28].[Pd:30]>>[CH2:1]([CH3:2])[O:3][C:4](=[O:5])[c:6]1[n:7]([CH2:23][O:24][CH3:25])[c:8]2[cH:9][c:10]([OH:15])[cH:11][cH:12][c:13]2[cH:14]1.